The task is: describe an organic reaction: reactants, conditions, products, and yield. This data is from the Open Reaction Database (ORD), a public repository of structured organic reaction records. Reactants: BrCCCCCCCCCCCCC1=C2C(C(=O)NC2=O)=CC=C1 (12-Bromododecylphthalimide), N1CCOCC1 (morpholine). Solvent: C(C)OCC (ethyl ether). The product is N1(CCOCC1)CCCCCCCCCCCCC1=C2C(C(=O)NC2=O)=CC=C1 (12-morpholinyldodecylphthalimide). Reaction SMILES: Br[CH2:2][CH2:3][CH2:4][CH2:5][CH2:6][CH2:7][CH2:8][CH2:9][CH2:10][CH2:11][CH2:12][CH2:13][C:14]1[CH:24]=[CH:23][CH:22]=[C:16]2[C:17]([NH:19][C:20](=[O:21])[C:15]=12)=[O:18].[NH:25]1[CH2:30][CH2:29][O:28][CH2:27][CH2:26]1>C(OCC)C>[N:25]1([CH2:2][CH2:3][CH2:4][CH2:5][CH2:6][CH2:7][CH2:8][CH2:9][CH2:10][CH2:11][CH2:12][CH2:13][C:14]2[CH:24]=[CH:23][CH:22]=[C:16]3[C:17]([NH:19][C:20](=[O:21])[C:15]=23)=[O:18])[CH2:30][CH2:29][O:28][CH2:27][CH2:26]1. Procedure details: 12-Bromododecylphthalimide (623 mg; 2.0 mmoles) and morpholine (0.35 ml; 4.0 mmoles) were dissolved in anhydrous ethyl ether (5 ml). Reaction times and process as per Example 1. Starting materials: NC(=N)N.S(=O)(=O)=CC(C(=O)OCC)CC1=CC=CC=C1 (ethyl (RS)-α-(sulphonylmethyl)hydrocinnamate guanidine salt). Solvent: Cl (hydrochloric acid). Product: NC(=N)N.S(=O)(=O)=CC(C(=O)O)CC1=CC=CC=C1 ((RS)-α-(sulphonylmethyl)hydrocinnamic acid guanidine salt). The yield is 22.4%. Reaction SMILES: [NH2:1][C:2]([NH2:4])=[NH:3].[S:5](=[CH:8][CH:9]([CH2:15][C:16]1[CH:21]=[CH:20][CH:19]=[CH:18][CH:17]=1)[C:10]([O:12]CC)=[O:11])(=[O:7])=[O:6]>Cl>[NH2:3][C:2]([NH2:4])=[NH:1].[S:5](=[CH:8][CH:9]([CH2:15][C:16]1[CH:21]=[CH:20][CH:19]=[CH:18][CH:17]=1)[C:10]([OH:12])=[O:11])(=[O:7])=[O:6] |f:0.1,3.4|. Reported procedure: A solution of 3.11 g (9.4 mmol) of ethyl (RS)-α-(sulphonylmethyl)hydrocinnamate guanidine salt in 400 ml of semi-concentrated hydrochloric acid is heated to reflux for 20 hours. Subsequently, the reaction solution is evaporated under reduced pressure and, for purification, the residue obtained is chromatographed on 50 g of silica gel using a 9:1 to 1:1 mixture of water and methanol as the eluent. After lyophilization from water there is obtained 0.6 g of (RS)-α-(sulphonylmethyl)hydrocinnamic aci... Starting materials: [Br-], C1CCOC1, CN1CCCC1=O, Clc1nccnc1Oc1ccc(Nc2nc3ccccc3s2)cc1, [Mg+]C1CCOCC1. Product: c1ccc2sc(Nc3ccc(Oc4nccnc4C4CCOCC4)cc3)nc2c1. As a reaction SMILES: [Br-:25].[CH2:33]1[O:34][CH2:35][CH2:36][CH2:37]1.[CH3:38][N:39]1[CH2:40][CH2:41][CH2:42][C:43]1=[O:44].[Cl:1][c:2]1[c:3]([O:8][c:9]2[cH:10][cH:11][c:12]([NH:15][c:16]3[s:17][c:18]4[c:19]([n:20]3)[cH:21][cH:22][cH:23][cH:24]4)[cH:13][cH:14]2)[n:4][cH:5][cH:6][n:7]1.[O:26]1[CH2:27][CH2:28][CH:29]([Mg+:32])[CH2:30][CH2:31]1>>[c:2]1([CH:29]2[CH2:28][CH2:27][O:26][CH2:31][CH2:30]2)[c:3]([O:8][c:9]2[cH:10][cH:11][c:12]([NH:15][c:16]3[s:17][c:18]4[c:19]([n:20]3)[cH:21][cH:22][cH:23][cH:24]4)[cH:13][cH:14]2)[n:4][cH:5][cH:6][n:7]1. Reactants: NC1=C(C=C(C=C1C)Cl)C(=O)C1=CC=CC=C1 ((2-amino-5-chloro-3-methyl-phenyl)-phenyl-methanone), C1(CC1)C(CC(=O)OC)=O (methyl 3-cyclopropyl-3-oxopropanoate). Yields the product COC(=O)C=1C(=NC2=C(C=C(C=C2C1C1=CC=CC=C1)Cl)C)C1CC1 (6-Chloro-2-cyclopropyl-8-methyl-4-phenyl-quinoline-3-carboxylic acid methyl ester). RXN SMILES: [NH2:1][C:2]1[C:7]([CH3:8])=[CH:6][C:5]([Cl:9])=[CH:4][C:3]=1[C:10]([C:12]1[CH:17]=[CH:16][CH:15]=[CH:14][CH:13]=1)=O.[CH:18]1([C:21](=O)[CH2:22][C:23]([O:25][CH3:26])=[O:24])[CH2:20][CH2:19]1>>[CH3:26][O:25][C:23]([C:22]1[C:21]([CH:18]2[CH2:20][CH2:19]2)=[N:1][C:2]2[C:3]([C:10]=1[C:12]1[CH:17]=[CH:16][CH:15]=[CH:14][CH:13]=1)=[CH:4][C:5]([Cl:9])=[CH:6][C:7]=2[CH3:8])=[O:24]. Procedure details: The title compound was prepared in analogy to example 6 step A from a mixture of (2-amino-5-chloro-3-methyl-phenyl)-phenyl-methanone and methyl 3-cyclopropyl-3-oxopropanoate. Off-white solid. MS (ESI): 352.2 (M+H)+. Reactants: BrC1=CC(=C(CN2C[C@H](O[C@H](C2)C)C)C=C1)F (cis 4-(4-bromo-2-fluorobenzyl)-2,6-dimethylmorpholine), C(C)NC(=O)OCC (ethyl urethane), [H-].[Na+] (sodium hydride). The solvent is O1CCOCC1 (1,4-dioxane). Run at temperature 100 celsius. Yields the product BrC1=CC(=C(CN2C[C@H](O[C@H](C2)C)C)C=C1)OCC (cis-4-(4-Bromo-2-ethoxybenzyl)-2,6-dimethylmorpholine). Yield: 13.9%. As a reaction SMILES: [Br:1][C:2]1[CH:16]=[CH:15][C:5]([CH2:6][N:7]2[CH2:12][C@H:11]([CH3:13])[O:10][C@H:9]([CH3:14])[CH2:8]2)=[C:4](F)[CH:3]=1.C(NC([O:23][CH2:24][CH3:25])=O)C.[H-].[Na+]>O1CCOCC1>[Br:1][C:2]1[CH:16]=[CH:15][C:5]([CH2:6][N:7]2[CH2:12][C@H:11]([CH3:13])[O:10][C@H:9]([CH3:14])[CH2:8]2)=[C:4]([O:23][CH2:24][CH3:25])[CH:3]=1 |f:2.3|. Reported procedure: To a solution of cis 4-(4-bromo-2-fluorobenzyl)-2,6-dimethylmorpholine (0.76 g, 2.5 mmol) in 1,4-dioxane (7.5 mL) under nitrogen was added ethyl urethane (1.2 mL, 10.0 mmol) followed by portionwise addition of sodium hydride (60% dispersion in mineral oil, 0.40 g, 10.0 mmol). The reaction mixture was heated at 100° C. for 24 h then partitioned between DCM and water and the phases were separated. The aqueous phase was further extracted with DCM and the combined organic layers were dried over sodi... Starting materials: C(C1=CC=CC=C1)(C1=CC=CC=C1)=N (Benzophenone imine), Cl.NCC(=O)OC(CC1=CC=C(C=C1)Cl)(C)C (1-(4-chlorophenyl)-2-methyl-2-propyl glycinate hydrochloride), [Cl-].[Cl-].[Ca+2] (CaCl2). Solvent: C(Cl)Cl (CH2Cl2). The product is C1(=CC=CC=C1)C(=NCC(=O)OC(CC1=CC=C(C=C1)Cl)(C)C)C1=CC=CC=C1 (1-(4-chlorophenyl)-2-methyl-2-propyl N-(diphenylmethylene)glycinate). Yield: 63.0%. RXN SMILES: [C:1](=[NH:14])([C:8]1[CH:13]=[CH:12][CH:11]=[CH:10][CH:9]=1)[C:2]1[CH:7]=[CH:6][CH:5]=[CH:4][CH:3]=1.Cl.N[CH2:17][C:18]([O:20][C:21]([CH3:31])([CH3:30])[CH2:22][C:23]1[CH:28]=[CH:27][C:26]([Cl:29])=[CH:25][CH:24]=1)=[O:19].[Cl-].[Cl-].[Ca+2]>C(Cl)Cl>[C:2]1([C:1]([C:8]2[CH:9]=[CH:10][CH:11]=[CH:12][CH:13]=2)=[N:14][CH2:17][C:18]([O:20][C:21]([CH3:31])([CH3:30])[CH2:22][C:23]2[CH:24]=[CH:25][C:26]([Cl:29])=[CH:27][CH:28]=2)=[O:19])[CH:7]=[CH:6][CH:5]=[CH:4][CH:3]=1 |f:1.2,3.4.5|. Reported procedure: Benzophenone imine (0.8 g, 2.9 mmol) and finely ground 1-(4-chlorophenyl)-2-methyl-2-propyl glycinate hydrochloride and 10 ml of CH2Cl2 were stirred at room temperature over night with the exclusion of moisture (CaCl2 tube). The reaction mixture was filtered to remove NH4Cl, and evaporated to dryness. The residue was taken up in 10 ml of ether, washed with water and dried. Filtration and removal of the solvent were followed by flash chromatography on SiO2 saturated with NH3 (methanol/NH3) with h... Starting materials: CO, Cl, C[N+](=O)[O-], [Na+], [OH-], O, O=Cc1ccsc1. The product is O=[N+]([O-])C=Cc1ccsc1. RXN SMILES: [CH3:15][OH:16].[ClH:14].[N+:8](=[O:9])([O-:10])[CH3:11].[Na+:13].[OH-:12].[OH2:17].[s:1]1[cH:2][c:3]([CH:6]=[O:7])[cH:4][cH:5]1>>[s:1]1[cH:2][c:3]([CH:6]=[CH:11][N+:8](=[O:9])[O-:10])[cH:4][cH:5]1. Product: O=C1CCCC(c2ccc(Cl)cc2)N1c1ccccc1. Starting materials: CC(=O)OC(C)=O, Cc1ccccc1, O=C(O)CCCC(Nc1ccccc1)c1ccc(Cl)cc1, c1ccncc1. Reaction SMILES: [CH3:28][C:29]([O:30][C:31](=[O:32])[CH3:33])=[O:34].[CH3:35][c:36]1[cH:37][cH:38][cH:39][cH:40][cH:41]1.[NH:1]([c:2]1[cH:3][cH:4][cH:5][cH:6][cH:7]1)[CH:8]([CH2:9][CH2:10][CH2:11][C:12](=[O:13])[OH:14])[c:15]1[cH:16][cH:17][c:18]([Cl:21])[cH:19][cH:20]1.[cH:22]1[cH:23][cH:24][n:25][cH:26][cH:27]1>>[N:1]1([c:2]2[cH:3][cH:4][cH:5][cH:6][cH:7]2)[CH:8]([c:15]2[cH:16][cH:17][c:18]([Cl:21])[cH:19][cH:20]2)[CH2:9][CH2:10][CH2:11][C:12]1=[O:13]. The reactants are C(C1=CC=C(C=C1)OC)#N (anisonitrile), C(C)(=O)OCC (ethyl acetate), Cl (hydrochloric acid), Br[Zn]CC(=O)OCC (BrZnCH2COOEt). Solvent: C1CCOC1 (THF), C1CCOC1 (THF), C1CCOC1 (THF). Product: COC1=CC=C(C=C1)C(CC(=O)OCC)=O (ethyl 3-(4-methoxyphenyl)-3-oxopropanoate). Yield: 94.0%. RXN SMILES: Br[Zn][CH2:3][C:4]([O:6][CH2:7][CH3:8])=[O:5].[C:9](#N)[C:10]1[CH:15]=[CH:14][C:13]([O:16][CH3:17])=[CH:12][CH:11]=1.Cl.C(OCC)(=[O:22])C>C1COCC1>[CH3:17][O:16][C:13]1[CH:14]=[CH:15][C:10]([C:9](=[O:22])[CH2:3][C:4]([O:6][CH2:7][CH3:8])=[O:5])=[CH:11][CH:12]=1. Procedure: Under nitrogen atmosphere, 30 mL of THF was added to 6.09 g (10 mmol, 1.0 equivalent) of (BrZnCH2COOEt.THF)2. Under argon atmosphere, a solution of 1.33 g (10 mmol) of anisonitrile in 5 mL of THF was added dropwise while stirring at 0˜5° C. The mixture was stirred at 20˜25° C. for 92 hours. 15 mL of 10% hydrochloric acid was added dropwise at 20° C. or lower, and the mixture was stirred at 20˜25° C. for 1 hour and 35 minutes, followed by dilution with 50 mL of ethyl acetate. Then, the layers wer...